From a dataset of the Open Reaction Database (ORD), a public repository of structured organic reaction records. describe an organic reaction: reactants, conditions, products, and yield Run in C(C)(C)O (isopropanol). Procedure: A mixture consisting of isopropanol (600 mL), lurasidone base (57 g) and oxalic acid dihydrate (15 g) is refluxed for about an hour, and then cooled for two hours at ambient temperature. The solid is filtered, and 62 g of substantially pure lurasidone oxalate is obtained after drying. RXN SMILES: [CH:1]1[CH:2]=[CH:3][C:4]2[S:9][N:8]=[C:7]([N:10]3[CH2:15][CH2:14][N:13]([CH2:16][C@H:17]4[C@H:22]([CH2:23][N:24]5[C:34](=[O:35])[C@H:33]6[C@H:27]([C@H:28]7[CH2:32][C@@H:31]6[CH2:30][CH2:29]7)[C:25]5=[O:26])[CH2:21][CH2:20][CH2:19][CH2:18]4)[CH2:12][CH2:11]3)[C:5]=2[CH:6]=1.O.O.[C:38]([OH:43])(=[O:42])[C:39]([OH:41])=[O:40]>C(O)(C)C>[CH:1]1[CH:2]=[CH:3][C:4]2[S:9][N:8]=[C:7]([N:10]3[CH2:15][CH2:14][N:13]([CH2:16][C@H:17]4[C@H:22]([CH2:23][N:24]5[C:34](=[O:35])[C@H:33]6[C@H:27]([C@H:28]7[CH2:32][C@@H:31]6[CH2:30][CH2:29]7)[C:25]5=[O:26])[CH2:21][CH2:20][CH2:19][CH2:18]4)[CH2:12][CH2:11]3)[C:5]=2[CH:6]=1.[C:38]([O-:43])(=[O:42])[C:39]([O-:41])=[O:40] |f:1.2.3,5.6|. Product: C=1C=CC2=C(C1)C(=NS2)N3CCN(CC3)C[C@@H]4CCCC[C@H]4CN5C(=O)[C@H]6[C@@H]7CC[C@@H](C7)[C@H]6C5=O.C(C(=O)[O-])(=O)[O-] (lurasidone oxalate). Starting materials: C=1C=CC2=C(C1)C(=NS2)N3CCN(CC3)C[C@@H]4CCCC[C@H]4CN5C(=O)[C@H]6[C@@H]7CC[C@@H](C7)[C@H]6C5=O (lurasidone), O.O.C(C(=O)O)(=O)O (oxalic acid dihydrate). Reaction SMILES: [Cl:1][C:2](=[CH:3][CH2:4][CH:5]([C:6](=[O:7])[OH:8])[CH:9]([CH3:10])[CH3:11])[Cl:12].[S:13]([Cl:14])([Cl:15])=[O:16].[cH:17]1[cH:18][cH:19][cH:20][cH:21][cH:22]1>>[Cl:1][C:2](=[CH:3][CH2:4][CH:5]([C:6](=[O:7])[Cl:15])[CH:9]([CH3:10])[CH3:11])[Cl:12]. The reactants are CC(C)C(CC=C(Cl)Cl)C(=O)O, O=S(Cl)Cl, c1ccccc1. Yields the product CC(C)C(CC=C(Cl)Cl)C(=O)Cl. Reactants: ClCCCC(=O)Cl (4-chlorobutyryl chloride), C1(=CC=CC=C1)C (toluene), ice water, C1(=CC=CC=C1)C (toluene). Conditions: temperature 3 celsius, time 15 minute. Yields the product ClCCCC(=O)C1=CC=C(C=C1)C (4-Chloro-1-(4-methyl-phenyl)-butan-1-one). Yield: 95.0%. As a reaction SMILES: [Cl:1][CH2:2][CH2:3][CH2:4][C:5](Cl)=[O:6].[C:8]1([CH3:14])[CH:13]=[CH:12][CH:11]=[CH:10][CH:9]=1>>[Cl:1][CH2:2][CH2:3][CH2:4][C:5]([C:11]1[CH:12]=[CH:13][C:8]([CH3:14])=[CH:9][CH:10]=1)=[O:6]. Reported procedure: Suspend anhydrous AlC13 (156 g, 1.15 mol) in toluene (1500 mL) and cool to 2-4° C. Add, by slow addition, a solution of 4-chlorobutyryl chloride (165.5 g, 1.15 mol) in toluene (300 mL). Stir for 15 minutes and pour into stirring ice-water (2.5L). Stir for 30 hours, decant the toluene and extract the aqueous phase with toluene (700 mL). Combine the organic layers and wash three times with water (1L, 1L, 500 mL). Evaporate the solvent in vacuo to give the title compound as a pale yellow oil (292.3... As a reaction SMILES: FC1C=C([N+]([O-])=O)C=CC=1C=CC(O)=O.BrBr.Cl.FC1C=C(N)C=CC=1C#CC(O)=O.BrCCCCCCCCCCCCCCCC.[F:49][C:50]1[CH:55]=[C:54]([NH:56][CH2:57][CH2:58][CH2:59][CH2:60][CH2:61][CH2:62][CH2:63][CH2:64][CH2:65][CH2:66][CH2:67][CH2:68][CH2:69][CH2:70][CH2:71][CH3:72])[CH:53]=[CH:52][C:51]=1[C:73]#[C:74][C:75]([O:77]CC)=[O:76]>C(O)(=O)C.[OH-].[Na+].[OH-].[NH4+]>[F:49][C:50]1[CH:55]=[C:54]([NH:56][CH2:57][CH2:58][CH2:59][CH2:60][CH2:61][CH2:62][CH2:63][CH2:64][CH2:65][CH2:66][CH2:67][CH2:68][CH2:69][CH2:70][CH2:71][CH3:72])[CH:53]=[CH:52][C:51]=1[C:73]#[C:74][C:75]([OH:77])=[O:76] |f:7.8,9.10|. The solvent is C(C)(=O)O (acetic acid), [OH-].[Na+] (sodium hydroxide), ferric sulfate, [OH-].[NH4+] (ammonium hydroxide). Reported procedure: Alternatively, the 2-fluoro-4-aminophenylpropiolic acid is prepared from 2-fluoro-4-nitrocinnamic acid by successive treatment with bromine in acetic acid, aqueous sodium hydroxide, ferric sulfate and ammonium hydroxide, and ethanolic hydrogen chloride. The propiolic acid is then converted to the corresponding ethyl ester and alkylated with 1-bromohexadecane in the manner of Example 9. The resulting ethyl 2-fluoro-4-(hexadecylamino)phenylpropiolate is hydrolyzed in the manner of Example 10 to yi... The reactants are FC1=C(C=CC(=O)O)C=CC(=C1)[N+](=O)[O-] (2-fluoro-4-nitrocinnamic acid), BrBr (bromine), Cl (hydrogen chloride), FC1=C(C=CC(=C1)NCCCCCCCCCCCCCCCC)C#CC(=O)OCC (ethyl 2-fluoro-4-(hexadecylamino)phenylpropiolate), ethyl ester, FC1=C(C=CC(=C1)N)C#CC(=O)O (2-fluoro-4-aminophenylpropiolic acid), BrCCCCCCCCCCCCCCCC (1-bromohexadecane). Yields the product FC1=C(C=CC(=C1)NCCCCCCCCCCCCCCCC)C#CC(=O)O (2-fluoro-4-(hexadecylamino)phenylpropiolic acid). Starting materials: COC(C(C(C1=CC(=CC=C1)C(F)(F)F)Cl)=O)=O (3-chloro-3-(3-trifluoromethyl-phenyl)-2-oxo-propionic acid methyl ester), NC(=S)N (thiourea). The product is COC(=O)C=1N=C(SC1C1=CC(=CC=C1)C(F)(F)F)N (2-Amino-5-(3-trifluoromethyl-phenyl)-thiazole-4-carboxylic Acid Methyl Ester). Reaction SMILES: [CH3:1][O:2][C:3](=[O:18])[C:4](=O)[CH:5](Cl)[C:6]1[CH:11]=[CH:10][CH:9]=[C:8]([C:12]([F:15])([F:14])[F:13])[CH:7]=1.[NH2:19][C:20]([NH2:22])=[S:21]>>[CH3:1][O:2][C:3]([C:4]1[N:19]=[C:20]([NH2:22])[S:21][C:5]=1[C:6]1[CH:11]=[CH:10][CH:9]=[C:8]([C:12]([F:15])([F:14])[F:13])[CH:7]=1)=[O:18]. Procedure details: prepared by reaction of 3-chloro-3-(3-trifluoromethyl-phenyl)-2-oxo-propionic acid methyl ester with thiourea. LC-MS: tR=0.86 min; [M+H]+=303.3.